From a dataset of the Open Reaction Database (ORD), a public repository of structured organic reaction records. describe an organic reaction: reactants, conditions, products, and yield Reactants: C1CCOC1, CCOC(=O)C1(C)CCCN(C(=O)OC(C)(C)C)C1, Cl, O. Yields the product CC1(CO)CCCN(C(=O)OC(C)(C)C)C1. RXN SMILES: [CH2:22]1[O:23][CH2:24][CH2:25][CH2:26]1.[CH3:1][C:2]1([C:15](=[O:16])[O:17][CH2:18][CH3:19])[CH2:3][N:4]([C:8](=[O:9])[O:10][C:11]([CH3:12])([CH3:13])[CH3:14])[CH2:5][CH2:6][CH2:7]1.[ClH:21].[OH2:20]>>[CH3:1][C:2]1([CH2:15][OH:16])[CH2:3][N:4]([C:8](=[O:9])[O:10][C:11]([CH3:12])([CH3:13])[CH3:14])[CH2:5][CH2:6][CH2:7]1. Starting materials: C(=O)(N1C=NC=C1)N1C=NC=C1 (1,1′-carbonyl-diimidazole), NC1=C(C(=O)O)C=C(C=C1)CN(C)C=O (2-amino-5-(N-formyl-N-methylamino-methyl)benzoic acid), Cl (hydrochloric acid). Solvent: CN(C=O)C (N,N-dimethylformamide). Conditions: time 1 hour. The product is C(=O)N(C)CC1=CC=C2C(C(=O)OC(N2)=O)=C1 (5-(N-formyl-N-methylamino-methyl) isatoic anhydride). Reaction SMILES: [C:1](N1C=CN=C1)(N1C=CN=C1)=[O:2].[NH2:13][C:14]1[CH:22]=[CH:21][C:20]([CH2:23][N:24]([CH:26]=[O:27])[CH3:25])=[CH:19][C:15]=1[C:16]([OH:18])=[O:17].Cl>CN(C)C=O>[CH:26]([N:24]([CH2:23][C:20]1[CH:19]=[C:15]2[C:16]([O:18][C:1](=[O:2])[NH:13][C:14]2=[CH:22][CH:21]=1)=[O:17])[CH3:25])=[O:27]. Procedure: There was suspended, in 15.2 mL of N,N-dimethylformamide, 3.82 g of 1,1′-carbonyl-diimidazole (CDI) and the resulting suspension was cooled to 5° C. To this slurry, there was added 4.0 g of 2-amino-5-(N-formyl-N-methylamino-methyl)benzoic acid in two portions, followed by the stirring of the same for one hour. After the confirmation of the disappearance of the starting material by HPLC, seed crystals were added to the slurry while dropwise adding 40.3 mL of a 1M hydrochloric acid aqueous solutio... Reactants: C(C1=CC=CC=C1)(=O)C1=C(C2=C(OC(C2)C(=O)O)C(=C1)Cl)Cl (5-benzoyl-4,7-dichloro-2,3-dihydrobenzo[b]furan-2-carboxylic acid), Cl.NO (hydroxylamine hydrochloride), Cl (HCl). Reaction conditions: time 18 hour. Reported procedure: A mixture of 5-benzoyl-4,7-dichloro-2,3-dihydrobenzo[b]furan-2-carboxylic acid (2.5 g), hydroxylamine hydrochloride (5.2 g) and pyridine (50 ml) was stirred for 18 hours at 90°-100° C. After cooling, the mixture was rendered acidic with HCl and subjected to extraction with ether. Ether was distilled off and the residual water was removed by azeotropic distillation with benzene, yielding 2.6 g of 4,7-dichloro-2,4-dihydro-5-(α-hydroxyiminobenzyl)benzo[b]furan-2-carboxylic acid. This compound (2.6 ... Isolated yield 99.6%. RXN SMILES: [C:1]([C:9]1[CH:20]=[C:19]([Cl:21])[C:12]2[O:13][CH:14]([C:16]([OH:18])=[O:17])[CH2:15][C:11]=2[C:10]=1[Cl:22])(=O)[C:2]1[CH:7]=[CH:6][CH:5]=[CH:4][CH:3]=1.Cl.[NH2:24][OH:25].Cl>N1C=CC=CC=1>[Cl:22][CH:10]1[C:11]2[C:12]([O:13][CH:14]([C:16]([OH:18])=[O:17])[CH:15]=2)=[C:19]([Cl:21])[CH:20]=[C:9]1[C:1](=[N:24][OH:25])[C:2]1[CH:7]=[CH:6][CH:5]=[CH:4][CH:3]=1 |f:1.2|. Run in N1=CC=CC=C1 (pyridine). Product: ClC1C(=CC(=C2OC(C=C21)C(=O)O)Cl)C(C2=CC=CC=C2)=NO (4,7-dichloro-2,4-dihydro-5-(α-hydroxyiminobenzyl)benzo[b]furan-2-carboxylic acid). Starting materials: ClCCN(CCCl)C(C([C@H](NC(NC1=CC=CC=C1)=O)C(=O)OC(C)(C)C)C)C(=O)OC(C)(C)C (di-t-butyl 4-[N,N-bis(2-chloroethyl)amino]-3-methylphenylcarbamoyl-L-glutamate), FC(C(=O)O)(F)F (trifluoroacetic acid). The solvent is ClCCl (dichloromethane). Reaction conditions: time 3 day. The product is ClCCN(CCCl)C(C([C@H](NC(NC1=CC=CC=C1)=O)C(=O)O)C)C(=O)O (4-[N,N-bis(2-chloroethyl)amino]-3-methylphenylcarbamoyl-L-glutamic acid). RXN SMILES: [Cl:1][CH2:2][CH2:3][N:4]([CH:8]([C:29]([O:31]C(C)(C)C)=[O:30])[CH:9]([CH3:28])[C@@H:10]([C:21]([O:23]C(C)(C)C)=[O:22])[NH:11][C:12](=[O:20])[NH:13][C:14]1[CH:19]=[CH:18][CH:17]=[CH:16][CH:15]=1)[CH2:5][CH2:6][Cl:7].FC(F)(F)C(O)=O>ClCCl>[Cl:1][CH2:2][CH2:3][N:4]([CH:8]([C:29]([OH:31])=[O:30])[CH:9]([CH3:28])[C@@H:10]([C:21]([OH:23])=[O:22])[NH:11][C:12](=[O:20])[NH:13][C:14]1[CH:19]=[CH:18][CH:17]=[CH:16][CH:15]=1)[CH2:5][CH2:6][Cl:7]. Reported procedure: A solution of di-t-butyl 4-[N,N-bis(2-chloroethyl)amino]-3-methylphenylcarbamoyl-L-glutamate (0.6 g) in dichloromethane (6 ml) was cooled to 0° C., trifluoroacetic acid (15 ml) was added. This solution was then left at 0° C. for 3 days. The solution was then evaporated to dryness to yield (4-[N,N-bis(2-chloroethyl)amino]-3-methylphenylcarbamoyl-L-glutamic acid as an oil. Yield 0.49 g.